This data is from the Open Reaction Database (ORD), a public repository of structured organic reaction records. The task is: describe an organic reaction: reactants, conditions, products, and yield Reactants: NC1=C(C=C(C=C1)C1=C(C=CC(=C1)C)S(=O)C1=C(C=C(C=C1)C)C1=CC(=C(C=C1)N)[N+](=O)[O-])[N+](=O)[O-] ((4-amino-3-nitrophenyl)-4-methylphenyl sulfoxide), NC1=C(C=C(C=C1)C1=C(C=CC(=C1)F)S(=O)C1=C(C=C(C=C1)F)C1=CC(=C(C=C1)N)[N+](=O)[O-])[N+](=O)[O-] ((4-amino-3-nitrophenyl)-4-fluorophenyl sulfoxide). Product: NC=1C=C(C=CC1N)C1=C(C=CC(=C1)F)S(=O)C1=C(C=C(C=C1)F)C1=CC(=C(C=C1)N)N (3,4-Diaminophenyl-4-fluorophenyl sulfoxide). Isolated yield 91.0%. RXN SMILES: NC1C=CC(C2C=C(C)C=CC=2S(C2C=CC(C)=CC=2C2C=CC(N)=C([N+]([O-])=O)C=2)=O)=CC=1[N+]([O-])=O.[NH2:37][C:38]1[CH:43]=[CH:42][C:41]([C:44]2[CH:49]=[C:48]([F:50])[CH:47]=[CH:46][C:45]=2[S:51]([C:53]2[CH:58]=[CH:57][C:56]([F:59])=[CH:55][C:54]=2[C:60]2[CH:65]=[CH:64][C:63]([NH2:66])=[C:62]([N+:67]([O-])=O)[CH:61]=2)=[O:52])=[CH:40][C:39]=1[N+:70]([O-])=O>>[NH2:67][C:62]1[CH:61]=[C:60]([C:54]2[CH:55]=[C:56]([F:59])[CH:57]=[CH:58][C:53]=2[S:51]([C:45]2[CH:46]=[CH:47][C:48]([F:50])=[CH:49][C:44]=2[C:41]2[CH:42]=[CH:43][C:38]([NH2:37])=[C:39]([NH2:70])[CH:40]=2)=[O:52])[CH:65]=[CH:64][C:63]=1[NH2:66]. Procedure details: Following the procedure described in Example 2 but using as a starting material instead of (4-amino-3-nitrophenyl)-4-methylphenyl sulfoxide a corresponding amount of (4-amino-3-nitrophenyl)-4-fluorophenyl sulfoxide, the title compound is obtained. Reactants: BrCCCC (1-bromobutane), ClC1=C(C=C(C=C1)O)CN1N=C(C=C1)NC(C1=C(C=CC=C1F)F)=O (N-{1-[(2-chloro-5-hydroxyphenyl)methyl]-1H-pyrazol-3-yl}-2,6-difluorobenzamide), ClC1=C(C=C(C=C1)O)CN1N=C(C=C1)NC(C1=C(C=CC=C1F)F)=O (N-{1-[(2-chloro-5-hydroxyphenyl)methyl]-1H-pyrazol-3-yl}-2,6-difluorobenzamide), CC(C)([O-])C.[K+] (potassium t-butoxide). Run in CS(=O)C (DMSO). Conditions: time 5 minute. Yields the product C(CCC)OC=1C=CC(=C(C1)CN1N=C(C=C1)NC(C1=C(C=CC=C1F)F)=O)Cl (N-(1-{[5-(Butyloxy)-2-chlorophenyl]methyl}-1H-pyrazol-3-yl)-2,6-difluorobenzamide). Isolated yield 27.8%. RXN SMILES: [Cl:1][C:2]1[CH:7]=[CH:6][C:5]([OH:8])=[CH:4][C:3]=1[CH2:9][N:10]1[CH:14]=[CH:13][C:12]([NH:15][C:16](=[O:25])[C:17]2[C:22]([F:23])=[CH:21][CH:20]=[CH:19][C:18]=2[F:24])=[N:11]1.CC(C)([O-])C.[K+].Br[CH2:33][CH2:34][CH2:35][CH3:36]>CS(C)=O>[CH2:33]([O:8][C:5]1[CH:6]=[CH:7][C:2]([Cl:1])=[C:3]([CH2:9][N:10]2[CH:14]=[CH:13][C:12]([NH:15][C:16](=[O:25])[C:17]3[C:18]([F:24])=[CH:19][CH:20]=[CH:21][C:22]=3[F:23])=[N:11]2)[CH:4]=1)[CH2:34][CH2:35][CH3:36] |f:1.2|. Reported procedure: To a solution of N-{1-[(2-chloro-5-hydroxyphenyl)methyl]-1H-pyrazol-3-yl}-2,6-difluorobenzamide(for as preparation see Intermediate 13) (35 mg, 0.096 mmol) in DMSO (0.5 ml) was added potassium t-butoxide (10.80 mg, 0.096 mmol). The reaction was stirred for 5 min before adding 1-bromobutane (0.012 ml, 0.115 mmol, Acros). The reaction mixture was stirred under nitrogen for 72 h at ambient temperature. The reaction mixture was filtered through a hydrophobic frit and the filtrate diluted with methan... The yield is 27.0%. Yields the product C1OC2(CC=3C=NC(=NC3C(C2)C(=O)OC)NC2=CC(=C(C=C2)N2C=NC(=C2)C)OC)OC1 (Methyl 6,6-ethylendioxy-2-[3-methoxy-4-(4-methyl-imidazol-1-yl)-phenylamino]-5,6,7,8-tetrahydro-quinazoline-8-carboxylate), solid. RXN SMILES: [CH3:1][O:2][C:3]([CH:5]1[C:15](=O)[C:14](=[CH:17]N(C)C)[CH2:13][C:7]2([O:11][CH:10](C)[CH2:9][O:8]2)[CH2:6]1)=[O:4].[N+]([O-])(O)=O.[N+]([O-])(O)=O.[CH3:29][O:30][C:31]1[CH:32]=[C:33]([NH:43][C:44]([NH2:46])=[NH:45])[CH:34]=[CH:35][C:36]=1[N:37]1[CH:41]=[C:40]([CH3:42])[N:39]=[CH:38]1>>[CH2:10]1[CH2:9][O:8][C:7]2([CH2:6][CH:5]([C:3]([O:2][CH3:1])=[O:4])[C:15]3[N:46]=[C:44]([NH:43][C:33]4[CH:34]=[CH:35][C:36]([N:37]5[CH:41]=[C:40]([CH3:42])[N:39]=[CH:38]5)=[C:31]([O:30][CH3:29])[CH:32]=4)[N:45]=[CH:17][C:14]=3[CH2:13]2)[O:11]1 |f:1.2.3|. Procedure details: The title compound was prepared from methyl 9-[1-dimethylamino-methylidene]-8-oxo-1,4-dioxa-spiro[4.5]decane-7-carboxylic acid methyl ester (80 mg, 0.3 mmol) and N-[3-methoxy-4-(4-methyl-imidazol-1-yl)-phenyl]-guanidine dinitrate (83 mg, 0.22 mmol) using in analogous manner the procedure described in example 45b). Obtained as a pale-yellow solid (37 mg, 27%). MS ISP (m/e): 452.1 [(M+H)+]. mp 180-182° C. Starting materials: COC(=O)C1CC2(OCC(O2)C)CC(C1=O)=CN(C)C (methyl 9-[1-dimethylamino-methylidene]-8-oxo-1,4-dioxa-spiro[4.5]decane-7-carboxylic acid methyl ester), [N+](=O)(O)[O-].[N+](=O)(O)[O-].COC=1C=C(C=CC1N1C=NC(=C1)C)NC(=N)N (N-[3-methoxy-4-(4-methyl-imidazol-1-yl)-phenyl]-guanidine dinitrate). Starting materials: C(C)(C)(C)C1=C(C=C(C=C1)C=C(CCCC1CCCCC1)COCC1=CC=CC=C1)NC(CC1C2=CC=CC=C2OC=2C=CC=CC12)=O (N-[2-t-Butyl-5-(5-cyclohexyl-2-benzyloxymethyl-1-pentenyl)phenyl]-2-(9H-xanthen-9-yl)acetamide), [H][H] (hydrogen). Reagents/catalysts: [Pd] (palladium-on-charcoal). Solvent: C(C)O (ethanol). Run at time 2 hour. The product is C(C)(C)(C)C1=C(C=C(C=C1)CC(CCCC1CCCCC1)CO)NC(CC1C2=CC=CC=C2OC=2C=CC=CC12)=O (N-{2-t-Butyl-5-[5-cyclohexyl-2-(hydroxymethyl)pentyl]phenyl}-2-(9H-xanthen-9-yl)acetamide). The yield is 93.4%. RXN SMILES: [C:1]([C:5]1[CH:10]=[CH:9][C:8]([CH:11]=[C:12]([CH2:22][O:23]CC2C=CC=CC=2)[CH2:13][CH2:14][CH2:15][CH:16]2[CH2:21][CH2:20][CH2:19][CH2:18][CH2:17]2)=[CH:7][C:6]=1[NH:31][C:32](=[O:48])[CH2:33][CH:34]1[C:47]2[CH:46]=[CH:45][CH:44]=[CH:43][C:42]=2[O:41][C:40]2[C:35]1=[CH:36][CH:37]=[CH:38][CH:39]=2)([CH3:4])([CH3:3])[CH3:2].[H][H]>C(O)C.[Pd]>[C:1]([C:5]1[CH:10]=[CH:9][C:8]([CH2:11][CH:12]([CH2:22][OH:23])[CH2:13][CH2:14][CH2:15][CH:16]2[CH2:17][CH2:18][CH2:19][CH2:20][CH2:21]2)=[CH:7][C:6]=1[NH:31][C:32](=[O:48])[CH2:33][CH:34]1[C:47]2[CH:46]=[CH:45][CH:44]=[CH:43][C:42]=2[O:41][C:40]2[C:35]1=[CH:36][CH:37]=[CH:38][CH:39]=2)([CH3:4])([CH3:2])[CH3:3]. Procedure details: A solution of 1.54 g (2.30 mmol) of N-[2-t-butyl-5-(5-cyclohexyl-2-benzyloxymethyl-1-pentenyl)phenyl]-2-(9H-xanthen-9-yl)acetamide (prepared as described in Example 208) in 15 ml of ethanol was vigorously stirred in a stream of hydrogen in the presence of 1.54 g of 10% w/w palladium-on-charcoal at room temperature for 4 hours and 20 minutes and then at 40° C. for 2 hours. At the end of this time, the reaction mixture was filtered, and the filtrate was concentrated by distillation under reduced p... The reactants are BrCC(=O)C1=CC=CC=C1 (2-Bromo-1-phenylethanone), C(C)(C)(C)OC(=O)NC(C(=O)O[C@H]1CN2CCC1CC2)C2=C(C=CC=C2)F ((R)-quinuclidin-3-yl 2-(tert-butoxycarbonylamino)-2-(2-fluorophenyl)acetate). The solvent is CCOC(=O)C (EtOAc), C(C)#N (acetonitrile). Conditions: time 15 hour. Product: [Br-].C(C)(C)(C)OC(=O)NC(C(=O)O[C@H]1C[N+]2(CCC1CC2)CC(C2=CC=CC=C2)=O)C2=C(C=CC=C2)F ((3R)-3-(2-(tert-butoxycarbonylamino)-2-(2-fluorophenyl)acetoxy)-1-(2-oxo-2-phenylethyl)-1-azoniabicyclo[2.2.2]octane bromide). Yield: 63.3%. RXN SMILES: [Br:1][CH2:2][C:3]([C:5]1[CH:10]=[CH:9][CH:8]=[CH:7][CH:6]=1)=[O:4].[C:11]([O:15][C:16]([NH:18][CH:19]([C:31]1[CH:36]=[CH:35][CH:34]=[CH:33][C:32]=1[F:37])[C:20]([O:22][C@@H:23]1[CH:28]2[CH2:29][CH2:30][N:25]([CH2:26][CH2:27]2)[CH2:24]1)=[O:21])=[O:17])([CH3:14])([CH3:13])[CH3:12]>CCOC(C)=O.C(#N)C>[Br-:1].[C:11]([O:15][C:16]([NH:18][CH:19]([C:31]1[CH:36]=[CH:35][CH:34]=[CH:33][C:32]=1[F:37])[C:20]([O:22][C@@H:23]1[CH:28]2[CH2:29][CH2:30][N+:25]([CH2:2][C:3](=[O:4])[C:5]3[CH:10]=[CH:9][CH:8]=[CH:7][CH:6]=3)([CH2:26][CH2:27]2)[CH2:24]1)=[O:21])=[O:17])([CH3:14])([CH3:12])[CH3:13] |f:4.5|. Procedure details: 2-Bromo-1-phenylethanone (57.9 mg, 0.29 mmol) was added to a solution of (R)-quinuclidin-3-yl 2-(tert-butoxycarbonylamino)-2-(2-fluorophenyl)acetate (C56) (100 mg, 0.26 mmol) in EtOAc (3 ml) and acetonitrile (3 ml). The reaction was stirred at RT for 15 hours, and then the solvent was evaporated. The crude was purified by flash chromatography (DCM/MeOH=94/6) to obtain (3R)-3-(2-(tert-butoxycarbonylamino)-2-(2-fluorophenyl)acetoxy)-1-(2-oxo-2-phenylethyl)-1-azoniabicyclo[2.2.2]octane bromide (95.... Procedure: Prepared from (4r)-1-azatricyclo[3.3.1.13,7]dec-4-ylamine hydrochloride and 1-benzothiophene-3-carboxylic acid (Maybridge) according to methods A and C; yield 60 mg, 0.17 mmol (56%): 1H NMR (300 MHz, methanol-d4) δ 2.10-2.30 (m, 5H), 2.48 (s, 2H), 3.50 (d, J=13 Hz, 2H), 3.56 (s, 2H), 3.83 (d, J=13 Hz, 2H), 4.33 (s, 1H), 7.36-7.49 (m, 2H), 7.91-7.96 (m, 1H), 8.28-8.34 (m, 2H); MS (DCI/NH3) m/z 313 (M+H)+; Anal. C18H20N2OS.HCl.0.17H2O: C, H, N. Product: Cl.N12CC3[C@H](C(CC(C1)C3)C2)NC(=O)C=2C3=C(SC2)C=CC=C3 (Benzo[b]thiophene-3-carboxylic acid(4r)-(1-azatricyclo[3.3.1.13,7]dec-4-yl)-amide hydrochloride). Reaction SMILES: [ClH:1].[N:2]12[CH2:11][CH:6]3[CH2:7][CH:8]([CH2:10][CH:4]([C@H:5]3[NH2:12])[CH2:3]1)[CH2:9]2.[S:13]1[C:17]2[CH:18]=[CH:19][CH:20]=[CH:21][C:16]=2[C:15]([C:22](O)=[O:23])=[CH:14]1.N>>[ClH:1].[N:2]12[CH2:11][CH:6]3[CH2:7][CH:8]([CH2:10][CH:4]([C@H:5]3[NH:12][C:22]([C:15]3[C:16]4[CH:21]=[CH:20][CH:19]=[CH:18][C:17]=4[S:13][CH:14]=3)=[O:23])[CH2:3]1)[CH2:9]2 |f:0.1,4.5|. Reactants: Cl.N12CC3[C@H](C(CC(C1)C3)C2)N ((4r)-1-azatricyclo[3.3.1.13,7]dec-4-ylamine hydrochloride), S1C=C(C2=C1C=CC=C2)C(=O)O (1-benzothiophene-3-carboxylic acid), N (NH3).